Dataset: the Open Reaction Database (ORD), a public repository of structured organic reaction records. Task: describe an organic reaction: reactants, conditions, products, and yield Reactants: ethyl-4-(2,2,4,4-tetramethyl-7-chromanyl) ethynyl-benzoate, C(C)C=1C(=C(C(=O)[O-])C=CC1C1=CC=C2C(CC(OC2=C1)(C)C)(C)C)C#C (Ethyl-4-(2,2,4,4-tetramethyl-7-chromanyl)-ethynyl-benzoate), [OH-].[K+] (KOH). Conditions: time 48 hour. The product is CC1(OC2=CC(=CC=C2C(C1)(C)C)C1=CC(=C(C(=O)O)C=C1)C#C)C (4- (2,2,4,4-tetramethyl-7-chromanyl)-ethynyl benzoic acid). As a reaction SMILES: C([C:3]1[C:4]([C:26]#[CH:27])=[C:5]([CH:9]=[CH:10][C:11]=1[C:12]1[CH:21]=[C:20]2[C:15]([C:16]([CH3:25])([CH3:24])[CH2:17][C:18]([CH3:23])([CH3:22])[O:19]2)=[CH:14][CH:13]=1)[C:6]([O-:8])=[O:7])C.[OH-].[K+]>>[CH3:22][C:18]1([CH3:23])[CH2:17][C:16]([CH3:24])([CH3:25])[C:15]2[C:20](=[CH:21][C:12]([C:11]3[CH:10]=[CH:9][C:5]([C:6]([OH:8])=[O:7])=[C:4]([C:26]#[CH:27])[CH:3]=3)=[CH:13][CH:14]=2)[O:19]1 |f:1.2|. Reported procedure: To 207.2 mg (0.572 mmol) of ethyl-4-(2,2,4,4-tetramethyl-7-chromanyl) ethynyl-benzoate (Compound 4) was added 5 ml of ethanolic KOH solution. The reaction mixture was stirred at room temperature for 48 hours and the solvent was then removed in vacuo. The residue was taken up with water and ether and the layers were separated. The aqueous layer was acidified to Ph~2 with 1N HCl and extracted with ether. The ether layer was then washed with water and saturated sodium chloride and then dried (MgSO4... The reactants are BrC=1C(=C(OC2=C(C=CC=3NN=NC32)Cl)C=C(C1)Cl)Cl (4-(3-bromo-2,5-dichlorophenoxy)-5-chloro-1H-1,2,3-benzotriazole), tetrakis triphenylphosphine palladium(0), CN(C)C=O (DMF). Reagents/catalysts: [C-]#N.[Zn+2].[C-]#N (zinc cyanide). Solvent: CCOC(=O)C (EtOAc). Reaction conditions: time 24 hour. The product is ClC1=C(C#N)C=C(C=C1OC1=C(C=CC=2NN=NC21)Cl)Cl (2,5-dichloro-3-[(5-chloro-1H-1,2,3-benzotriazol-4-yl)oxy]benzonitrile). As a reaction SMILES: Br[C:2]1[C:3]([Cl:20])=[C:4]([CH:16]=[C:17]([Cl:19])[CH:18]=1)[O:5][C:6]1[C:14]2[N:13]=[N:12][NH:11][C:10]=2[CH:9]=[CH:8][C:7]=1[Cl:15].[CH3:21][N:22](C=O)C>CCOC(C)=O.[C-]#N.[Zn+2].[C-]#N>[Cl:20][C:3]1[C:4]([O:5][C:6]2[C:14]3[N:13]=[N:12][NH:11][C:10]=3[CH:9]=[CH:8][C:7]=2[Cl:15])=[CH:16][C:17]([Cl:19])=[CH:18][C:2]=1[C:21]#[N:22] |f:3.4.5|. Procedure: 4-(3-bromo-2,5-dichlorophenoxy)-5-chloro-1H-1,2,3-benzotriazole (2.55 g, 6.49 mmol), tetrakis triphenylphosphine palladium(0) (2.25 g, 1.95 mmol) and zinc cyanide (0.915 g, 7.79 mmol) were suspended in dry DMF (50 mL) under N2 and placed in an oil bath at 90° C. for 24 hours, after which the reaction mixture was allowed to cool to room temperature. The cooled mixture was then diluted with EtOAc (200 mL) and washed with water (4×100 mL), the aqueous layer was extracted with EtOAc (100 mL) and the... Reactants: C(#N)C1(CC1)C(=O)NC1=C(C(=CC=C1)C1=CC=CC=C1)C(=O)N (3-(1-cyanocyclopropanecarboxamido)biphenyl-2-carboxamide), C(=O)([O-])[O-].[Na+].[Na+] (Na2CO3). The solvent is CO (methanol). Reaction conditions: temperature 80 celsius, time 30 minute. Yields the product O=C1NC(=NC2=CC=CC(=C12)C1=CC=CC=C1)C1(CC1)C#N (1-(4-oxo-5-phenyl-3,4-dihydroquinazolin-2-yl)cyclopropanecarbonitrile). The yield is 113.1%. RXN SMILES: [C:1]([C:3]1([C:6]([NH:8][C:9]2[CH:14]=[CH:13][CH:12]=[C:11]([C:15]3[CH:20]=[CH:19][CH:18]=[CH:17][CH:16]=3)[C:10]=2[C:21]([NH2:23])=[O:22])=O)[CH2:5][CH2:4]1)#[N:2].C([O-])([O-])=O.[Na+].[Na+]>CO>[O:22]=[C:21]1[C:10]2[C:9](=[CH:14][CH:13]=[CH:12][C:11]=2[C:15]2[CH:20]=[CH:19][CH:18]=[CH:17][CH:16]=2)[N:8]=[C:6]([C:3]2([C:1]#[N:2])[CH2:5][CH2:4]2)[NH:23]1 |f:1.2.3|. Procedure details: To a solution 3-(1-cyanocyclopropanecarboxamido)biphenyl-2-carboxamide (0.7 g, 2 mmol) in methanol was added saturated aqueous Na2CO3 (23 mmol) and the reaction mixture stirred at 80° C. for 30 min. The reaction mixture was concentrated under reduced pressure and the resulting residue was diluted with ethyl acetate then washed with water. The organic extracts were dried, concentrated and purified by silica gel chromatography (4% MeOH in DCM) to yield 1-(4-oxo-5-phenyl-3,4-dihydroquinazolin-2-yl)... The reactants are NC1=C2CCCCC2=CC=C1 (5-amino-1,2,3,4-tetrahydronaphthalene), C(=O)(Cl)Cl (phosgene), crude product, C1(=CC=CC2=CC=CC=C12)N1CCN(CC1)CCCO (3-[4-(1-naphthyl)-1-piperazinyl]propanol). Run in C1(=CC=CC=C1)C (toluene), C1(=CC=CC=C1)C (toluene). The product is Cl.C1(=CC=CC2=CC=CC=C12)N1CCN(CC1)CCCOC(NC1=C2CCCCC2=CC=C1)=O (4-(1-Naphthyl)-1-[3-(1,2,3,4-tetrahydro-5-naphthylcarbamoyloxy)propyl]piperazine, hydrochloride). RXN SMILES: [NH2:1][C:2]1[CH:11]=[CH:10][CH:9]=[C:8]2[C:3]=1[CH2:4][CH2:5][CH2:6][CH2:7]2.[C:12]1([N:22]2[CH2:27][CH2:26][N:25]([CH2:28][CH2:29][CH2:30][OH:31])[CH2:24][CH2:23]2)[C:21]2[C:16](=[CH:17][CH:18]=[CH:19][CH:20]=2)[CH:15]=[CH:14][CH:13]=1.[C:32](Cl)([Cl:34])=[O:33]>C1(C)C=CC=CC=1>[ClH:34].[C:12]1([N:22]2[CH2:23][CH2:24][N:25]([CH2:28][CH2:29][CH2:30][O:31][C:32](=[O:33])[NH:1][C:2]3[CH:11]=[CH:10][CH:9]=[C:8]4[C:3]=3[CH2:4][CH2:5][CH2:6][CH2:7]4)[CH2:26][CH2:27]2)[C:21]2[C:16](=[CH:17][CH:18]=[CH:19][CH:20]=2)[CH:15]=[CH:14][CH:13]=1 |f:4.5|. Reported procedure: A mixture of 5-amino-1,2,3,4-tetrahydronaphthalene (300 mg; 2.0 mmol) in toluene (10 ml) and phosgene (10 ml 20% in toluene) was refluxed for 6 h. The solvent was removed under reduced pressure to give crude 1,2,3,4-tetrahydronaphthyl -5-isocyanate. To the crude product was added 3-[4-(1-naphthyl)-1-piperazinyl]propanol (240 mg; 2.0 mmol) in toluene (60 ml) and refluxed for 6 h. The reaction mixture was then concentrated and submitted to flash chromatography on silica gel 60 eluting with dichlor... Reactants: COC(=O)C1CC(S(=O)(=O)c2ccccc2C(F)(F)F)CN1c1cc(C2CC2)nn1C1CCC1, [Li+], [OH-]. The product is O=C(O)C1CC(S(=O)(=O)c2ccccc2C(F)(F)F)CN1c1cc(C2CC2)nn1C1CCC1. RXN SMILES: [CH3:1][O:2][C:3](=[O:4])[CH:5]1[N:6]([c:23]2[n:24]([CH:31]3[CH2:32][CH2:33][CH2:34]3)[n:25][c:26]([CH:28]3[CH2:29][CH2:30]3)[cH:27]2)[CH2:7][CH:8]([S:10](=[O:11])(=[O:12])[c:13]2[c:14]([C:19]([F:20])([F:21])[F:22])[cH:15][cH:16][cH:17][cH:18]2)[CH2:9]1.[Li+:35].[OH-:36]>>[O:2]=[C:3]([OH:4])[CH:5]1[N:6]([c:23]2[n:24]([CH:31]3[CH2:32][CH2:33][CH2:34]3)[n:25][c:26]([CH:28]3[CH2:29][CH2:30]3)[cH:27]2)[CH2:7][CH:8]([S:10](=[O:11])(=[O:12])[c:13]2[c:14]([C:19]([F:20])([F:21])[F:22])[cH:15][cH:16][cH:17][cH:18]2)[CH2:9]1.